Dataset: the Open Reaction Database (ORD), a public repository of structured organic reaction records. Task: describe an organic reaction: reactants, conditions, products, and yield As a reaction SMILES: [ClH:1].[OH:2][NH:3][C:4]([C:6]1[CH:14]=[CH:13][CH:12]=[C:11]2[C:7]=1[CH2:8][CH2:9][C:10]2=[N:15]O)=[NH:5].Cl.N[N:19]1[CH2:23][CH2:22][N:21]=[C:20]1[NH2:24].CC1C=CC(S(O)(=O)=O)=CC=1.C=CC1C=CC=CC=1.C(C1C=CC=CC=1C=C)=C>C(O)(C)C>[ClH:1].[ClH:1].[OH:2][NH:3][C:4]([C:6]1[CH:14]=[CH:13][CH:12]=[C:11]2[C:7]=1[CH2:8][CH2:9][C:10]2=[N:15][N:21]1[CH2:22][CH2:23][N:19]=[C:20]1[NH2:24])=[NH:5] |f:2.3,5.6,8.9.10|. The reactants are Cl (hydrochloric acid), CC=1C=CC(=CC1)S(=O)(=O)O (p-toluenesulfonate), ONC(=N)C1=C2CCC(C2=CC=C1)=NO (4-(N-hydroxyamidino)-2,3-dihydro-1H-inden-1-one oxime), Cl.NN1C(=NCC1)N (1,2-diamino-4,5-dihydro-imidazole hydrochloride), C=CC1=CC=CC=C1.C(=C)C1=C(C=CC=C1)C=C (styrene/divinylbenzene), Cl-. Reported procedure: 0.5 ml of 32% hydrochloric acid (Merck, Darmstadt, Germany; p.a.) is added, with stirring, to a mixture of 0.51 g (0.0025 mol) of 4-(N-hydroxyamidino)-2,3-dihydro-1H-inden-1-one oxime, 0.342 g (0.0025 mol) of 1,2-diamino-4,5-dihydro-imidazole hydrochloride [m.p. 245°-246° C.; prepared from the corresponding p-toluenesulfonate salt, see EP 0 327 919, Example 12, by ion exchange on ®Amberlite IRA-400 (anion exchanger based on a styrene/divinylbenzene polymer with quaternary ammonium groups in the ... Solvent: C(C)(C)O (isopropanol). Product: Cl.Cl.ONC(=N)C1=C2CCC(C2=CC=C1)=NN1C(=NCC1)N (1-[4-(N-Hydroxyamidino)-2,3-dihydro- 1H-inden-1-ylideneamino]-2-amino-4,5-dihydro-imidazole dihydrochloride). The reactants are O=C1C=C(Br)CCC1, CCO, [K+], [K+], O=C([O-])[O-], OB(O)c1ccccc1. Yields the product O=C1C=C(c2ccccc2)CCC1. RXN SMILES: [Br:1][C:2]1=[CH:3][C:4](=[O:8])[CH2:5][CH2:6][CH2:7]1.[CH3:24][CH2:25][OH:26].[K+:18].[K+:19].[O-:20][C:21]([O-:22])=[O:23].[c:9]1([B:15]([OH:16])[OH:17])[cH:10][cH:11][cH:12][cH:13][cH:14]1>>[C:2]1([c:9]2[cH:10][cH:11][cH:12][cH:13][cH:14]2)=[CH:3][C:4](=[O:8])[CH2:5][CH2:6][CH2:7]1. Yields the product CCCCCCCCCC[Si](C)(C)CCCCCO. As a reaction SMILES: [Al+3:22].[C:27]([CH:28]([CH:29]([C:30]([O-:31])=[O:32])[OH:33])[OH:34])([O-:35])=[O:36].[CH3:1][Si:2]([CH2:3][CH2:4][CH2:5][CH2:6][C:7](=[O:8])[OH:9])([CH2:10][CH2:11][CH2:12][CH2:13][CH2:14][CH2:15][CH2:16][CH2:17][CH2:18][CH3:19])[CH3:20].[Cl:45][CH2:46][Cl:47].[ClH:39].[H-:21].[H-:24].[H-:25].[H-:26].[K+:37].[Li+:23].[Na+:38].[O:40]1[CH2:41][CH2:42][CH2:43][CH2:44]1>>[CH3:1][Si:2]([CH2:3][CH2:4][CH2:5][CH2:6][CH2:7][OH:8])([CH2:10][CH2:11][CH2:12][CH2:13][CH2:14][CH2:15][CH2:16][CH2:17][CH2:18][CH3:19])[CH3:20]. Reactants: [Al+3], O=C([O-])C(O)C(O)C(=O)[O-], CCCCCCCCCC[Si](C)(C)CCCCC(=O)O, ClCCl, Cl, [H-], [H-], [H-], [H-], [K+], [Li+], [Na+], C1CCOC1. The reactants are solution, [OH-].[Na+] (sodium hydroxide), NC=1C(=NC=NC1C)C(=O)OC (methyl 5-amino-6-methyl-4-pyrimidinecarboxylate). The solvent is CO (methanol). The product is [Na+].NC=1C(=NC=NC1C)C(=O)[O-] (5-amino-6-methyl-4-pyrimidinecarboxylic acid monosodium salt). RXN SMILES: [NH2:1][C:2]1[C:3]([C:9]([O:11]C)=[O:10])=[N:4][CH:5]=[N:6][C:7]=1[CH3:8].[OH-].[Na+:14]>CO>[Na+:14].[NH2:1][C:2]1[C:3]([C:9]([O-:11])=[O:10])=[N:4][CH:5]=[N:6][C:7]=1[CH3:8] |f:1.2,4.5|. Reported procedure: 2.0 g (12 mmol) of the material from Step E was dissolved in 24 mL of methanol. 12 mL of 1N solution of sodium hydroxide was added. After 1 hour the solvent was removed with a rotary evaporator. The residue was dried in a vacuum oven overnight to afford 2.39 g of the title compound as a tan solid. The product is CC(NCc1ccc(B(O)O)s1)C(C)(C)C. Reaction SMILES: [CH2:1]([CH:2]([CH2:3][CH3:4])[CH2:5][NH:6][CH2:7][c:8]1[s:9][c:10](-[c:11]2[cH:12][c:13]3[c:14]([c:15]([C:16]([NH2:17])=[O:18])[cH:19]2)[nH:20][cH:21][c:22]3[CH:23]2[CH2:24][CH2:25][N:26]([S:27]([CH2:28][CH3:29])(=[O:30])=[O:31])[CH2:32][CH2:33]2)[cH:34][cH:35]1)[CH3:36].[CH3:47][CH:48]([C:49]([CH3:50])([CH3:51])[CH3:52])[NH2:53].[CH:37](=[O:38])[c:39]1[cH:40][cH:41][c:42]([B:44]([OH:45])[OH:46])[s:43]1>>[CH2:37]([c:39]1[cH:40][cH:41][c:42]([B:44]([OH:45])[OH:46])[s:43]1)[NH:53][CH:48]([CH3:47])[C:49]([CH3:50])([CH3:51])[CH3:52]. The reactants are CCC(CC)CNCc1ccc(-c2cc(C(N)=O)c3[nH]cc(C4CCN(S(=O)(=O)CC)CC4)c3c2)s1, CC(N)C(C)(C)C, O=Cc1ccc(B(O)O)s1. The reactants are FC1=C(C=C(C=C1)B(O)O)C1=NC=C(C=C1)F (4-Fluoro-3-(5-fluoropyridin-2-yl)phenylboronic acid), BrC1=CN=C2N1N=CC(=N2)C(F)(F)F (7-bromo-3-trifluoromethylimidazo[1,2-b][1,2,4]triazine), C(=O)([O-])[O-].[Na+].[Na+] (Na2CO3). The reagents and catalysts are C=1C=CC(=CC1)[P](C=2C=CC=CC2)(C=3C=CC=CC3)[Pd]([P](C=4C=CC=CC4)(C=5C=CC=CC5)C=6C=CC=CC6)([P](C=7C=CC=CC7)(C=8C=CC=CC8)C=9C=CC=CC9)[P](C=1C=CC=CC1)(C=1C=CC=CC1)C=1C=CC=CC1 (tetrakis(triphenylphosphine)palladium(0)). The solvent is COCCOC (1,2-dimethoxyethane). Yields the product FC1=C(C=C(C=C1)C1=CN=C2N1N=CC(=N2)C(F)(F)F)C2=NC=C(C=C2)F (7-[4-Fluoro-3-(5-fluoropyridin-2-yl)phenyl]-3-trifluoromethylimidazo[1,2-b][1,2,4]triazine). Yield: 35.9%. RXN SMILES: [F:1][C:2]1[CH:7]=[CH:6][C:5](B(O)O)=[CH:4][C:3]=1[C:11]1[CH:16]=[CH:15][C:14]([F:17])=[CH:13][N:12]=1.Br[C:19]1[N:23]2[N:24]=[CH:25][C:26]([C:28]([F:31])([F:30])[F:29])=[N:27][C:22]2=[N:21][CH:20]=1.C([O-])([O-])=O.[Na+].[Na+]>COCCOC.C1C=CC([P]([Pd]([P](C2C=CC=CC=2)(C2C=CC=CC=2)C2C=CC=CC=2)([P](C2C=CC=CC=2)(C2C=CC=CC=2)C2C=CC=CC=2)[P](C2C=CC=CC=2)(C2C=CC=CC=2)C2C=CC=CC=2)(C2C=CC=CC=2)C2C=CC=CC=2)=CC=1>[F:1][C:2]1[CH:7]=[CH:6][C:5]([C:19]2[N:23]3[N:24]=[CH:25][C:26]([C:28]([F:29])([F:30])[F:31])=[N:27][C:22]3=[N:21][CH:20]=2)=[CH:4][C:3]=1[C:11]1[CH:16]=[CH:15][C:14]([F:17])=[CH:13][N:12]=1 |f:2.3.4,^1:47,49,68,87|. Reported procedure: 4-Fluoro-3-(5-fluoropyridin-2-yl)phenylboronic acid (61 mg, 0.25 mmol) was coupled to 7-bromo-3-trifluoromethylimidazo[1,2-b][1,2,4]triazine (0.046 g, 0.17 mmol) as described in Example 37, step e, using 2 M Na2CO3 (0.26 ml) and tetrakis(triphenylphosphine)palladium(0) (0.010 g) in 1,2-dimethoxyethane (2 ml). The crude residue was purified by flash chromatography (silica gel, 2.5% MeOH/CH2Cl2) and triturated with Et2O to yield the title compound (23 mg, 35%): 1H NMR (400 MHz, CDCl3) δ 7.39 (1H, ... Reactants: N1CCC1 (azetidine), C(C=C)OC(CC=C)C1CCC2(OCCO2)CC1 (8-(1-(allyloxy)but-3-en-1-yl)-1,4-dioxaspiro[4.5]decane). The reagents and catalysts are catalyst. The solvent is C(Cl)Cl (DCM). Reaction conditions: temperature 40 celsius. Product: O1C(CC=CC1)C1CCC2(OCCO2)CC1 (8-(3,6-dihydro-2H-pyran-2-yl)-1,4-dioxaspiro[4.5]decane). Reaction SMILES: [CH2:1]([O:4][CH:5]([CH:9]1[CH2:18][CH2:17][C:12]2([O:16][CH2:15][CH2:14][O:13]2)[CH2:11][CH2:10]1)[CH2:6][CH:7]=[CH2:8])C=C.N1CCC1>C(Cl)Cl>[O:4]1[CH2:1][CH:8]=[CH:7][CH2:6][CH:5]1[CH:9]1[CH2:10][CH2:11][C:12]2([O:13][CH2:14][CH2:15][O:16]2)[CH2:17][CH2:18]1. Reported procedure: A solution of 8-(1-(allyloxy)but-3-en-1-yl)-1,4-dioxaspiro[4.5]decane (454 mg, 1.80 mmol), prepared in the previous step, and the Grubbs Generation II catalyst (76 mg, 0.09 mmol) in DCM was degassed and heated to 40° C. under argon for 4 hours. After extraction with saturated NaHCO3 solution, the organic layer was concentrated in vacuo and the residue purified by flash chromatography (silica gel, ether) to afford the product.